This data is from the Open Reaction Database (ORD), a public repository of structured organic reaction records. The task is: describe an organic reaction: reactants, conditions, products, and yield Reactants: C(C)(C)(C)OC(=O)N(C(=O)OC(C)(C)C)C1=NC=CN=C1 (Di-(t-butoxycarbonyl)aminopyrazine), [OH-].[Na+] (sodium hydroxide), O (water), C(=O)=O (carbon dioxide). The solvent is CO (methanol). Reaction conditions: time 2 hour. The product is C(C)(C)(C)OC(=O)NC1=NC=CN=C1 (t-Butoxycarbonylaminopyrazine). Isolated yield 74.2%. Reaction SMILES: [C:1]([O:5][C:6]([N:8]([C:16]1[CH:21]=[N:20][CH:19]=[CH:18][N:17]=1)C(OC(C)(C)C)=O)=[O:7])([CH3:4])([CH3:3])[CH3:2].[OH-].[Na+].O.C(=O)=O>CO>[C:1]([O:5][C:6]([NH:8][C:16]1[CH:21]=[N:20][CH:19]=[CH:18][N:17]=1)=[O:7])([CH3:4])([CH3:2])[CH3:3] |f:1.2|. Procedure: Di-(t-butoxycarbonyl)aminopyrazine (2.1 g, 7.1 mM) in methanol (50 ml) under nitrogen, was treated with aqueous sodium hydroxide (2.5 M, 2.84 ml, 7.1 mM), and stirred at ambient temperature for 2 hours. The mixture was neutralised by the addition of water (25 ml) and solid carbon dioxide, then methanol evaporated. The residual aqueous solution was extracted with dichloromethane (2×20 ml), the extracts washed with brine (20 ml) and evaporated. The resulting solid was triturated with isohexane (50... The reactants are N1N=CC2=CC=C(C=C12)C=O (1H-indazole-6-carbaldehyde), CC(C)(C)[O-].[K+] (KOtBu), COC1=CC=C(C=C1)CCl (PMBCl), COC1=CC=C(C=C1)CCl (PMBCl). Run in CN(C)C=O (DMF). Conditions: time 10 minute. Yields the product COC1=CC=C(CN2N=CC3=CC=C(C=C23)C=O)C=C1 (1-(4-Methoxybenzyl)-1H-indazole-6-carbaldehyde). The yield is 71.8%. RXN SMILES: [NH:1]1[C:9]2[C:4](=[CH:5][CH:6]=[C:7]([CH:10]=[O:11])[CH:8]=2)[CH:3]=[N:2]1.CC([O-])(C)C.[K+].[CH3:18][O:19][C:20]1[CH:25]=[CH:24][C:23]([CH2:26]Cl)=[CH:22][CH:21]=1>CN(C=O)C>[CH3:18][O:19][C:20]1[CH:25]=[CH:24][C:23]([CH2:26][N:1]2[C:9]3[C:4](=[CH:5][CH:6]=[C:7]([CH:10]=[O:11])[CH:8]=3)[CH:3]=[N:2]2)=[CH:22][CH:21]=1 |f:1.2|. Procedure details: To a solution of 1H-indazole-6-carbaldehyde (1.5 g, 10.3 mmol) in DMF (10 mL) at 0° C. was added KOtBu (1.4 g, 12.4 mmol) and let stir for 10 min. PMBCl (1.7 mL, 12.4 mmol) was then added and let slowly warm to room temperature. After 1.5 h the reaction was quenched with NH4Cl. The product was extracted with Et2O and the organic layers was washed brine and then dried over MgSO4. The solvent was removed and the crude material (mixture of N1 and N2 isomers) was dried under high vacuum. To the resu... Reactants: S1C(=CC=C1)C=1N(C=CN1)CC=1C=C(C=CC1)C1=C(SC(=C1)CC(C)C)S(=O)(=O)NC(C)(C)C (3-[3-(2-Thiophen-2-yl-imidazol-1-ylmethyl)phenyl]-5-iso-butyl-N-tert-butyl-thiophene-2-sulfonamide), B(Cl)(Cl)Cl (BCl3), C(=O)([O-])[O-].[Na+].[Na+] (Na2CO3), ClC(=O)OCCCC (butyl chloroformate). Run in C(Cl)Cl (CH2Cl2), O (water), C(Cl)Cl (CH2Cl2). Reported procedure: To a solution of 3-[3-(2-thiophen-2-yl-imidazol-1-ylmethyl)phenyl]-5-iso-butyl-N-tert-butylthiophene-2-sulfonamide (42 mg, 0.082 mmol; see step (a)) in CH2Cl2 (1 mL) was added BCl3 (0.3 mL, 1.0 M in hexane) and the reaction mixture was stirred for 1 h at ambient temperature. The reaction mixture was concentrated in vacuo. Water (5 mL) was added to the residue and this was then extracted with EtOAc. The combined organic phase was washed with water and brine, dried (over anhydrous MgSO4) and conce... Yields the product C(CCC)OC(=O)NS(=O)(=O)C=1SC(=CC1C1=CC(=CC=C1)CN1C(=NC=C1)C=1SC=CC1)CC(C)C (N-Butyloxycarbonyl-3-[3-(2-thiophen-2-yl-imidazol-1-ylmethyl)phenyl]-5-iso-butylthiophene-2-sulfonamide). Run at time 1 hour. Isolated yield 55.0%. As a reaction SMILES: [S:1]1[CH:5]=[CH:4][CH:3]=[C:2]1[C:6]1[N:7]([CH2:11][C:12]2[CH:13]=[C:14]([C:18]3[CH:22]=[C:21]([CH2:23][CH:24]([CH3:26])[CH3:25])[S:20][C:19]=3[S:27]([NH:30]C(C)(C)C)(=[O:29])=[O:28])[CH:15]=[CH:16][CH:17]=2)[CH:8]=[CH:9][N:10]=1.B(Cl)(Cl)Cl.C([O-])([O-])=O.[Na+].[Na+].Cl[C:46]([O:48][CH2:49][CH2:50][CH2:51][CH3:52])=[O:47]>C(Cl)Cl.O>[CH2:49]([O:48][C:46]([NH:30][S:27]([C:19]1[S:20][C:21]([CH2:23][CH:24]([CH3:26])[CH3:25])=[CH:22][C:18]=1[C:14]1[CH:15]=[CH:16][CH:17]=[C:12]([CH2:11][N:7]2[CH:8]=[CH:9][N:10]=[C:6]2[C:2]2[S:1][CH:5]=[CH:4][CH:3]=2)[CH:13]=1)(=[O:29])=[O:28])=[O:47])[CH2:50][CH2:51][CH3:52] |f:2.3.4|. Starting materials: O=C(O)CCCCCCC1=CC(Br)CC1=O, C1CCOC1, O. The product is O=C(O)CCCCCCC1=CC(O)CC1=O. RXN SMILES: [Br:1][CH:2]1[CH:3]=[C:4]([CH2:8][CH2:9][CH2:10][CH2:11][CH2:12][CH2:13][C:14](=[O:15])[OH:16])[C:5](=[O:7])[CH2:6]1.[O:17]1[CH2:18][CH2:19][CH2:20][CH2:21]1.[OH2:22]>>[CH:2]1([OH:17])[CH:3]=[C:4]([CH2:8][CH2:9][CH2:10][CH2:11][CH2:12][CH2:13][C:14](=[O:15])[OH:16])[C:5](=[O:7])[CH2:6]1. Starting materials: CC(C)O, Cl, [Na+], CC(C)CN(CC1OC(C)(C)N(C(=O)OC2COC3OCCC23)C1Cc1ccc(OCc2ccccn2)cc1)S(=O)(=O)c1ccc2c(c1)OCCO2, [OH-]. Product: CC(C)CN(CC(O)C(Cc1ccc(OCc2ccccn2)cc1)NC(=O)OC1COC2OCCC12)S(=O)(=O)c1ccc2c(c1)OCCO2. RXN SMILES: [CH:55]([OH:56])([CH3:57])[CH3:58].[ClH:59].[Na+:54].[O:1]1[CH2:2][CH2:3][O:4][c:5]2[c:6]1[cH:7][cH:8][c:9]([S:11](=[O:12])(=[O:13])[N:14]([CH2:15][CH:16]([CH3:17])[CH3:18])[CH2:19][CH:20]1[CH:21]([CH2:38][c:39]3[cH:40][cH:41][c:42]([O:45][CH2:46][c:47]4[n:48][cH:49][cH:50][cH:51][cH:52]4)[cH:43][cH:44]3)[N:22]([C:27](=[O:28])[O:29][CH:30]3[CH2:31][O:32][CH:33]4[O:34][CH2:35][CH2:36][CH:37]34)[C:23]([CH3:25])([CH3:26])[O:24]1)[cH:10]2.[OH-:53]>>[O:1]1[CH2:2][CH2:3][O:4][c:5]2[c:6]1[cH:7][cH:8][c:9]([S:11](=[O:12])(=[O:13])[N:14]([CH2:15][CH:16]([CH3:17])[CH3:18])[CH2:19][CH:20]([CH:21]([NH:22][C:27](=[O:28])[O:29][CH:30]1[CH2:31][O:32][CH:33]3[O:34][CH2:35][CH2:36][CH:37]13)[CH2:38][c:39]1[cH:40][cH:41][c:42]([O:45][CH2:46][c:47]3[n:48][cH:49][cH:50][cH:51][cH:52]3)[cH:43][cH:44]1)[OH:24])[cH:10]2. Starting materials: CC1=C(OCCCCCC2=CC(=NO2)C)C(=CC(=C1)C=1N=NN(N1)CC(=O)OC)C (5-{5-[2,6-dimethyl-4- (2-methoxycarbonylmethyl-2H-tetrazol-5-yl)phenoxy]pentyl}-3-methylisoxazole), [H-].[Al+3].[Li+].[H-].[H-].[H-] (lithium aluminum hydride), O (water), [OH-].[Na+] (sodium hydroxide). Solvent: CC(C)O.CCCCCC (2-propanol hexane), O1CCCC1 (tetrahydrofuran), O1CCCC1 (tetrahydrofuran). The product is CC1=C(OCCCCCC2=CC(=NO2)C)C(=CC(=C1)C=1N=NN(N1)CCO)C (5-{5-[2,6-dimethyl-4-[2-(2-hydroxyethyl)-2H-tetrazol-5-yl]phenoxy]pentyl}-3-methylisoxazole). The yield is 88.0%. Reaction SMILES: [CH3:1][C:2]1[CH:19]=[C:18]([C:20]2[N:21]=[N:22][N:23]([CH2:25][C:26](OC)=[O:27])[N:24]=2)[CH:17]=[C:16]([CH3:30])[C:3]=1[O:4][CH2:5][CH2:6][CH2:7][CH2:8][CH2:9][C:10]1[O:14][N:13]=[C:12]([CH3:15])[CH:11]=1.[H-].[Al+3].[Li+].[H-].[H-].[H-].O.[OH-].[Na+]>O1CCCC1.CC(O)C.CCCCCC>[CH3:1][C:2]1[CH:19]=[C:18]([C:20]2[N:21]=[N:22][N:23]([CH2:25][CH2:26][OH:27])[N:24]=2)[CH:17]=[C:16]([CH3:30])[C:3]=1[O:4][CH2:5][CH2:6][CH2:7][CH2:8][CH2:9][C:10]1[O:14][N:13]=[C:12]([CH3:15])[CH:11]=1 |f:1.2.3.4.5.6,8.9,11.12|. Reported procedure: A solution of 8.0 g 5-{5-[2,6-dimethyl-4- (2-methoxycarbonylmethyl-2H-tetrazol-5-yl)phenoxy]pentyl}-3-methylisoxazole (Example 52) in 50 ml tetrahydrofuran was added dropwise to a stirred suspension of 0.53 g lithium aluminum hydride in 250 ml dry tetrahydrofuran under nitrogen with cooling in an ice bath. The reaction mixture was allowed to come to room temperature and then treated with water and 15% sodium hydroxide. Isolation of the product provided 6.56 g (88%) of 5-{5-[2,6-dimethyl-4-[2-(2-...